Task: describe an organic reaction: reactants, conditions, products, and yield. Dataset: the Open Reaction Database (ORD), a public repository of structured organic reaction records The reactants are O=C(Cl)c1ccc(Br)cc1, Br, CO, c1ccncc1, Nc1nnc(-c2ccc(Oc3cccnc3)cc2)o1. Yields the product O=C(Nc1nnc(-c2ccc(Oc3cccnc3)cc2)o1)c1ccc(Br)cc1. As a reaction SMILES: [Br:21][c:22]1[cH:23][cH:24][c:25]([C:26](=[O:27])[Cl:28])[cH:29][cH:30]1.[BrH:1].[CH3:37][OH:38].[cH:31]1[cH:32][cH:33][n:34][cH:35][cH:36]1.[n:2]1[cH:3][c:4]([O:8][c:9]2[cH:10][cH:11][c:12](-[c:15]3[n:16][n:17][c:18]([NH2:20])[o:19]3)[cH:13][cH:14]2)[cH:5][cH:6][cH:7]1>>[n:2]1[cH:3][c:4]([O:8][c:9]2[cH:10][cH:11][c:12](-[c:15]3[n:16][n:17][c:18]([NH:20][C:26]([c:25]4[cH:24][cH:23][c:22]([Br:21])[cH:30][cH:29]4)=[O:27])[o:19]3)[cH:13][cH:14]2)[cH:5][cH:6][cH:7]1. Yields the product C(C)(CC)OC(CC(CCCCCBr)C)=O (8-bromo-3-methyloctanoic acid sec-butyl ester). Reported procedure: A mixture of 337 mg of 3-methyl-8-(p-toluenesulphonyloxy)octanoic acid sec-butyl ester (prepared as described hereafter), 5 ml of acetone and 156 mg of lithium bromide was stirred at 70° C. for 1.5 hours. After evaporation under reduced pressure, the residue was dissolved in ethyl acetate, washed with water, a saturated aqueous solution of sodium chloride, dried over magnesium sulphate and concentrated under reduced pressure. The residue was purified by column chromatography on silica gel using ... RXN SMILES: [CH:1]([O:5][C:6](=[O:26])[CH2:7][CH:8]([CH3:25])[CH2:9][CH2:10][CH2:11][CH2:12][CH2:13]OS(C1C=CC(C)=CC=1)(=O)=O)([CH2:3][CH3:4])[CH3:2].[Br-:27].[Li+]>CC(C)=O>[CH:1]([O:5][C:6](=[O:26])[CH2:7][CH:8]([CH3:25])[CH2:9][CH2:10][CH2:11][CH2:12][CH2:13][Br:27])([CH2:3][CH3:4])[CH3:2] |f:1.2|. The solvent is CC(=O)C (acetone). Starting materials: C(C)(CC)OC(CC(CCCCCOS(=O)(=O)C1=CC=C(C=C1)C)C)=O (3-methyl-8-(p-toluenesulphonyloxy)octanoic acid sec-butyl ester), [Br-].[Li+] (lithium bromide). Isolated yield 79.4%. Run at temperature 70 celsius, time 1.5 hour. Starting materials: CC#N, Clc1cccnc1N1CCc2c(Cl)ncnc2C1, NCCc1ccccc1. Yields the product Clc1cccnc1N1CCc2c(ncnc2NCCc2ccccc2)C1. Reaction SMILES: [CH3:28][C:29]#[N:30].[Cl:1][c:2]1[c:3]2[c:4]([n:5][cH:6][n:7]1)[CH2:8][N:9]([c:12]1[n:13][cH:14][cH:15][cH:16][c:17]1[Cl:18])[CH2:10][CH2:11]2.[NH2:19][CH2:20][CH2:21][c:22]1[cH:23][cH:24][cH:25][cH:26][cH:27]1>>[c:2]1([NH:19][CH2:20][CH2:21][c:22]2[cH:23][cH:24][cH:25][cH:26][cH:27]2)[c:3]2[c:4]([n:5][cH:6][n:7]1)[CH2:8][N:9]([c:12]1[n:13][cH:14][cH:15][cH:16][c:17]1[Cl:18])[CH2:10][CH2:11]2. Reactants: C(C)C1=NC=2C(=NC(=CC2C)C)N1CC1=CC=C(C=C1)C1(CC=CC1)C(=O)OC (methyl 1-[4'-(2"-ethyl-5",7"-dimethylimidazo[4,5-b]pyridin-3-yl)methylphenyl]cyclopent-3-ene-1-carboxylate), O.[OH-].[Li+] (lithium hydroxide monohydrate). Product: C(C)C1=NC=2C(=NC(=CC2C)C)N1CC1=CC=C(C=C1)C1(CC=CC1)C(=O)O (1-[4'-(2"-ethyl-5",7"-dimethylimidazo[4,5-b]pyridin-3-yl)methylphenyl]cyclopent-3-ene-1-carboxylic acid). Procedure details: A solution of the product of Step 5, above (5.76 g, 14.9 mmol) and lithium hydroxide monohydrate (6.23 g, 148 mmol) in 148 ml of methanol and 148 ml of water was heated at reflux for 2 hours. The reaction was then concentrated in vacuo, the residue was taken up in water and the pH was adjusted to 4 with concentrated HCl when the title compound precipitated as a colorless solid which was filtered off, dried in vacuo and recrystallized first from ethyl acetate/methanol, then from methanol to yield... Reaction SMILES: [CH2:1]([C:3]1[N:13]([CH2:14][C:15]2[CH:20]=[CH:19][C:18]([C:21]3([C:26]([O:28]C)=[O:27])[CH2:25][CH:24]=[CH:23][CH2:22]3)=[CH:17][CH:16]=2)[C:6]2=[N:7][C:8]([CH3:12])=[CH:9][C:10]([CH3:11])=[C:5]2[N:4]=1)[CH3:2].O.[OH-].[Li+]>CO.O>[CH2:1]([C:3]1[N:13]([CH2:14][C:15]2[CH:16]=[CH:17][C:18]([C:21]3([C:26]([OH:28])=[O:27])[CH2:25][CH:24]=[CH:23][CH2:22]3)=[CH:19][CH:20]=2)[C:6]2=[N:7][C:8]([CH3:12])=[CH:9][C:10]([CH3:11])=[C:5]2[N:4]=1)[CH3:2] |f:1.2.3|. The solvent is CO (methanol), O (water).